Dataset: the Open Reaction Database (ORD), a public repository of structured organic reaction records. Task: describe an organic reaction: reactants, conditions, products, and yield Starting materials: C(N)(=O)C1=CC=CC(=N1)C=CC(=O)C1=CC=CC=C1 (3-(6-carbamoyl-2-pyridyl)-1-phenyl-2-propen-1-one), P(=O)(Cl)(Cl)Cl (phosphorus oxychloride), resultant solution, ice water, C(Cl)(Cl)Cl (chloroform), [OH-].[Na+] (sodium hydroxide). The solvent is CN(C=O)C (N,N-dimethylformamide). Reaction conditions: time 30 minute. The product is C(#N)C1=CC=CC(=N1)C=CC(=O)C1=CC=CC=C1 (3-(6-cyano-2-pyridyl)-1-phenyl-2-propen-1-one). Yield: 81.8%. Reaction SMILES: [C:1]([C:4]1[N:9]=[C:8]([CH:10]=[CH:11][C:12]([C:14]2[CH:19]=[CH:18][CH:17]=[CH:16][CH:15]=2)=[O:13])[CH:7]=[CH:6][CH:5]=1)(=O)[NH2:2].P(Cl)(Cl)(Cl)=O.C(Cl)(Cl)Cl.[OH-].[Na+]>CN(C)C=O>[C:1]([C:4]1[N:9]=[C:8]([CH:10]=[CH:11][C:12]([C:14]2[CH:19]=[CH:18][CH:17]=[CH:16][CH:15]=2)=[O:13])[CH:7]=[CH:6][CH:5]=1)#[N:2] |f:3.4|. Procedure details: To a solution of 3-(6-carbamoyl-2-pyridyl)-1-phenyl-2-propen-1-one (0.5 g) in N,N-dimethylformamide (5 ml) was added phosphorus oxychloride (0.46 g) under ice-cooling. After stirring for 30 minutes at same temperature, the solution was poured into a mixture of ice-water (50 ml) and chloroform (10 ml). The resultant solution was adjusted to pH 9 with 4N-sodium hydroxide. The organic layer was washed with water and brine and dried over magnesium sulfate. After evaporating the solvent to give 3-(6-... The reactants are ClC1=CC=C(C=C1)C(C=1C=C2C(=CC(=NC2=CC1)O)Br)C1=CC=C(C=C1)Cl (6-[bis(4-chlorophenyl)methyl]-4-bromoquinolin-2-ol), FC(C=1C=C(C=CC1)CN)(F)F ([3-(trifluoromethyl)phenyl]methanamine), C(=O)([O-])[O-].[Cs+].[Cs+] (Cs2CO3). Reagents/catalysts: C=1C=CC(=CC1)/C=C/C(=O)/C=C/C2=CC=CC=C2.C=1C=CC(=CC1)/C=C/C(=O)/C=C/C2=CC=CC=C2.C=1C=CC(=CC1)/C=C/C(=O)/C=C/C2=CC=CC=C2.[Pd].[Pd] (Pd2(dba)3), C1=CC=C(C=C1)P([C-]2C=CC=C2)C3=CC=CC=C3.C1=CC=C(C=C1)P([C-]2C=CC=C2)C3=CC=CC=C3.[Fe+2] (dppf). Solvent: O1CCOCC1 (1,4-dioxane). Reaction conditions: temperature 100 celsius, time 8 hour. Yields the product ClC1=CC=C(C=C1)C(C=1C=C2C(=CC(NC2=CC1)=O)NCC1=CC(=CC=C1)C(F)(F)F)C1=CC=C(C=C1)Cl (6-(bis(4-chlorophenyl)methyl)-4-((3-(trifluoromethyl)benzyl)amino)quinolin-2(1H)-one). RXN SMILES: [Cl:1][C:2]1[CH:7]=[CH:6][C:5]([CH:8]([C:21]2[CH:26]=[CH:25][C:24]([Cl:27])=[CH:23][CH:22]=2)[C:9]2[CH:10]=[C:11]3[C:16](=[CH:17][CH:18]=2)[N:15]=[C:14]([OH:19])[CH:13]=[C:12]3Br)=[CH:4][CH:3]=1.[F:28][C:29]([F:39])([F:38])[C:30]1[CH:31]=[C:32]([CH2:36][NH2:37])[CH:33]=[CH:34][CH:35]=1.C([O-])([O-])=O.[Cs+].[Cs+]>C1C=CC(/C=C/C(/C=C/C2C=CC=CC=2)=O)=CC=1.C1C=CC(/C=C/C(/C=C/C2C=CC=CC=2)=O)=CC=1.C1C=CC(/C=C/C(/C=C/C2C=CC=CC=2)=O)=CC=1.[Pd].[Pd].C1C=CC(P(C2C=CC=CC=2)[C-]2C=CC=C2)=CC=1.C1C=CC(P(C2C=CC=CC=2)[C-]2C=CC=C2)=CC=1.[Fe+2].O1CCOCC1>[Cl:1][C:2]1[CH:7]=[CH:6][C:5]([CH:8]([C:21]2[CH:26]=[CH:25][C:24]([Cl:27])=[CH:23][CH:22]=2)[C:9]2[CH:10]=[C:11]3[C:16](=[CH:17][CH:18]=2)[NH:15][C:14](=[O:19])[CH:13]=[C:12]3[NH:37][CH2:36][C:32]2[CH:33]=[CH:34][CH:35]=[C:30]([C:29]([F:28])([F:38])[F:39])[CH:31]=2)=[CH:4][CH:3]=1 |f:2.3.4,5.6.7.8.9,10.11.12|. Reported procedure: Into a 8-mL round-bottom flask purged and maintained with an inert atmosphere of nitrogen, was placed 6-[bis(4-chlorophenyl)methyl]-4-bromoquinolin-2-ol (150 mg, 0.33 mmol, 1.00 equip), [3-(trifluoromethyl)phenyl]methanamine (85.78 mg, 0.49 mmol, 1.50 equip), Pd2(dba)3 (30 mg, 0.03 mmol, 0.10 equip), dppf (63.4 mg, 0.11 mmol, 0.35 equip), Cs2CO3 (266 mg, 0.82 mmol, 2.50 equip), and 1,4-dioxane (3 mL). The resulting solution was stirred overnight at 100° C. The reaction was then quenched by the a... Reaction SMILES: [CH2:27]([Li:28])[CH2:29][CH2:30][CH3:31].[CH2:51]1[O:52][CH2:53][CH2:54][CH2:55]1.[Cl-:56].[Cl-:58].[I:1][c:2]1[cH:3][cH:4][c:5]2[c:6]([CH:19]=[CH:20][c:21]3[cH:22][cH:23][cH:24][cH:25][cH:26]3)[n:7][n:8]([CH2:11][O:12][CH2:13][CH2:14][Si:15]([CH3:16])([CH3:17])[CH3:18])[c:9]2[cH:10]1.[N+:32](=[O:33])([O-:34])[c:35]1[cH:36][c:37]([C:41](=[CH2:42])[O:43][S:44]([C:45]([F:46])([F:47])[F:48])(=[O:49])=[O:50])[cH:38][cH:39][cH:40]1.[Zn+2:57].[cH:59]1[cH:60][cH:61][c:62]([P:63]([Pd:64]([P:65]([c:66]2[cH:67][cH:68][cH:69][cH:70][cH:71]2)([c:72]2[cH:73][cH:74][cH:75][cH:76][cH:77]2)[c:78]2[cH:79][cH:80][cH:81][cH:82][cH:83]2)([P:84]([c:85]2[cH:86][cH:87][cH:88][cH:89][cH:90]2)([c:91]2[cH:92][cH:93][cH:94][cH:95][cH:96]2)[c:97]2[cH:98][cH:99][cH:100][cH:101][cH:102]2)[P:103]([c:104]2[cH:105][cH:106][cH:107][cH:108][cH:109]2)([c:110]2[cH:111][cH:112][cH:113][cH:114][cH:115]2)[c:116]2[cH:117][cH:118][cH:119][cH:120][cH:121]2)([c:122]2[cH:123][cH:124][cH:125][cH:126][cH:127]2)[c:128]2[cH:129][cH:130][cH:131][cH:132][cH:133]2)[cH:134][cH:135]1>>[c:2]1([C:41]([c:37]2[cH:36][c:35]([N+:32](=[O:33])[O-:34])[cH:40][cH:39][cH:38]2)=[CH2:42])[cH:3][cH:4][c:5]2[c:6]([CH:19]=[CH:20][c:21]3[cH:22][cH:23][cH:24][cH:25][cH:26]3)[n:7][n:8]([CH2:11][O:12][CH2:13][CH2:14][Si:15]([CH3:16])([CH3:17])[CH3:18])[c:9]2[cH:10]1. Starting materials: [Li]CCCC, C1CCOC1, [Cl-], [Cl-], C[Si](C)(C)CCOCn1nc(C=Cc2ccccc2)c2ccc(I)cc21, C=C(OS(=O)(=O)C(F)(F)F)c1cccc([N+](=O)[O-])c1, [Zn+2], c1ccc(P(c2ccccc2)(c2ccccc2)[Pd](P(c2ccccc2)(c2ccccc2)c2ccccc2)(P(c2ccccc2)(c2ccccc2)c2ccccc2)P(c2ccccc2)(c2ccccc2)c2ccccc2)cc1. Yields the product C=C(c1cccc([N+](=O)[O-])c1)c1ccc2c(C=Cc3ccccc3)nn(COCC[Si](C)(C)C)c2c1. Starting materials: CN(C)CCN, CO, CCOC(=O)C(C)n1cc(-c2ccc(Oc3ccccc3)cc2)c2c(N)ncnc21, O=C=O. The product is CC(C(=O)NCCN(C)C)n1cc(-c2ccc(Oc3ccccc3)cc2)c2c(N)ncnc21. Reaction SMILES: [CH3:31][N:32]([CH2:33][CH2:34][NH2:35])[CH3:36].[CH3:40][OH:41].[NH2:1][c:2]1[c:3]2[c:4]([n:5][cH:6][n:7]1)[n:8]([CH:24]([C:25](=[O:26])[O:27][CH2:28][CH3:29])[CH3:30])[cH:9][c:10]2-[c:11]1[cH:12][cH:13][c:14]([O:17][c:18]2[cH:19][cH:20][cH:21][cH:22][cH:23]2)[cH:15][cH:16]1.[O:37]=[C:38]=[O:39]>>[NH2:1][c:2]1[c:3]2[c:4]([n:5][cH:6][n:7]1)[n:8]([CH:24]([C:25](=[O:26])[NH:35][CH2:34][CH2:33][N:32]([CH3:31])[CH3:36])[CH3:30])[cH:9][c:10]2-[c:11]1[cH:12][cH:13][c:14]([O:17][c:18]2[cH:19][cH:20][cH:21][cH:22][cH:23]2)[cH:15][cH:16]1. Starting materials: BrC=1C=CC(=NC1)C(CNC(OC(C)(C)C)=O)=O (tert-butyl 2-(5-bromopyridin-2-yl)-2-oxoethylcarbamate), CO (MeOH), Cl (hydrogen chloride), O1CCOCC1 (dioxane). Yield: 140.1%. Procedure details: To a reaction mixture of tert-butyl 2-(5-bromopyridin-2-yl)-2-oxoethylcarbamate (0.36 g, 1.142 mmol) in DCM was added 4 M hydrogen chloride in dioxane (2 ml, 8.00 mmol) and some MeOH. The reaction was stirred at rt for 3 hrs. The reaction mixture was concentrated to dryness to yield 2-amino-1-HCl salf of (5-bromopyridin-2-yl)ethanone (0.32 g) as a yellow solid. LC/MS (Cond. N-1): [M+H]+ 215.13, RT=0.945 min. Run at time 3 hour. The solvent is C(Cl)Cl (DCM). RXN SMILES: [Br:1][C:2]1[CH:3]=[CH:4][C:5]([C:8](=[O:18])[CH2:9]NC(=O)OC(C)(C)C)=[N:6][CH:7]=1.Cl.O1CCOCC1.CO>C(Cl)Cl>[Br:1][C:2]1[CH:3]=[CH:4][C:5]([C:8](=[O:18])[CH3:9])=[N:6][CH:7]=1. The product is 2-amino-1-HCl, BrC=1C=CC(=NC1)C(C)=O ((5-bromopyridin-2-yl)ethanone). Reactants: C(C1=CC=CC=C1)OC(=O)N[C@@H](CC(C)C)C(=O)O (N-(benzyloxycarbonyl)-L-leucine), C(C)N1CCOCC1 (N-ethylmorpholine), C(C)N1CCOCC1 (N-ethylmorpholine), ClC(=O)OCC(C)C (isobutyl chloroformate). Solvent: O1CCCC1 (tetrahydrofuran), O1CCCC1 (tetrahydrofuran). Conditions: temperature -15 celsius, time 10 hour. The product is C(C)(C)(C)OC([C@H]1NCCC1)=O (L-proline tert.butyl ester). RXN SMILES: C(OC([NH:11][C@H:12]([C:17]([OH:19])=[O:18])[CH2:13][CH:14]([CH3:16])C)=O)C1C=CC=CC=1.C(N1CCOCC1)C.ClC(O[CH2:32][CH:33]([CH3:35])[CH3:34])=O>O1CCCC1>[C:33]([O:19][C:17](=[O:18])[C@@H:12]1[CH2:13][CH2:14][CH2:16][NH:11]1)([CH3:35])([CH3:34])[CH3:32]. Procedure: 0.566 g (2.134 mmol) of N-(benzyloxycarbonyl)-L-leucine was taken up in 15 ml of tetrahydrofuran and cooled to -15° C. 0.245 g (2.134 mmol) of N-ethylmorpholine and 0.291 g (2.134mmol) of isobutyl chloroformate were added. After 5 minutes the tetrahydrofuran solution prepared as described in the previous paragraph was added, followed by 0.451 g (4.27 mmol) of N-ethylmorpholine. The mixture was stirred at room temperature for 10 hours, the solvent was then removed by evaporation and the residue w... Reactants: N1=C(C=CC=C1C)C (2,6-lutidine), ClC=1C=C(C=CC1S(=O)(=O)C)[C@H](C(=O)NC1=NN(C=C1)C)CC1CCCC1 (3-[2(R)-(3-chloro-4-methanesulfonyl-phenyl)-3-cyclopentyl-propionylamino]-1-methyl-pyrazole), solution, C(C(=O)Cl)(=O)Cl (oxalyl chloride), COC(=O)C1CCC(CC1)CN1N=C(C=C1)N (4-(3-amino-pyrazol-1-ylmethyl)-cyclohexanecarboxylic acid methyl ester). The solvent is C(Cl)Cl (methylene chloride), C(Cl)Cl (methylene chloride), C(Cl)Cl (methylene chloride). Conditions: temperature 25 celsius, time 15 minute. Yields the product COC(=O)C1CCC(CC1)CN1N=C(C=C1)NC([C@H](CC1CCCC1)C1=CC(=C(C=C1)S(=O)(=O)C)Cl)=O (4-{3-[2-(R)-(3-chloro-4-methanesulfonyl-phenyl)-3-cyclopentyl-propionylamino]-pyrazol-1-ylmethyl}-cyclohexanecarboxylic acid methyl ester). Isolated yield 38.3%. As a reaction SMILES: [Cl:1][C:2]1[CH:3]=[C:4]([C@@H:12]([CH2:22][CH:23]2[CH2:27][CH2:26][CH2:25][CH2:24]2)[C:13]([NH:15][C:16]2[CH:20]=[CH:19][N:18]([CH3:21])[N:17]=2)=[O:14])[CH:5]=[CH:6][C:7]=1[S:8]([CH3:11])(=[O:10])=[O:9].C(Cl)(=O)C(Cl)=O.N1C(C)=CC=CC=1C.[CH3:42][O:43][C:44]([CH:46]1[CH2:51][CH2:50][CH:49](CN2C=CC(N)=N2)[CH2:48][CH2:47]1)=[O:45]>C(Cl)Cl>[CH3:42][O:43][C:44]([CH:46]1[CH2:51][CH2:50][CH:49]([CH2:21][N:18]2[CH:19]=[CH:20][C:16]([NH:15][C:13](=[O:14])[C@@H:12]([C:4]3[CH:5]=[CH:6][C:7]([S:8]([CH3:11])(=[O:10])=[O:9])=[C:2]([Cl:1])[CH:3]=3)[CH2:22][CH:23]3[CH2:24][CH2:25][CH2:26][CH2:27]3)=[N:17]2)[CH2:48][CH2:47]1)=[O:45]. Reported procedure: 2-(R)-(3-Chloro-4-methanesulfonyl-phenyl)-3-cyclopentyl-propionic acid (prepared as in PCT WO 2004/052869 A1, Example 1, 125 mg, 0.38 mmol) was dissolved in methylene chloride (2 mL) and a 2.0 M solution of oxalyl chloride in methylene chloride (190 μL, 0.38 mmol) was added and the reaction stirred at 25° C. for 15 min. The solution was chilled to 0° C. and 2,6-lutidine (89 μL, 0.76 mmol) was added dropwise. The reaction continued to stir at 0° C. for 15 min. The 4-(3-amino-pyrazol-1-ylmethyl)-c... Reactants: CC(=O)O[BH-](OC(C)=O)OC(C)=O, COc1cc2c(cc1[N+](=O)[O-])NC(=O)CNC2, CC(=O)O, CO, O=CC1CC1, ClCCl, [Na+]. Yields the product COc1cc2c(cc1[N+](=O)[O-])NC(=O)CN(CC1CC1)C2. As a reaction SMILES: [C:27]([O:28][BH-:29]([O:30][C:31](=[O:32])[CH3:33])[O:34][C:35](=[O:36])[CH3:37])(=[O:38])[CH3:39].[CH3:1][O:2][c:3]1[cH:4][c:5]2[c:6]([cH:13][c:14]1[N+:15](=[O:16])[O-:17])[NH:7][C:8](=[O:12])[CH2:9][NH:10][CH2:11]2.[CH3:23][C:24](=[O:25])[OH:26].[CH3:44][OH:45].[CH:18]1([CH:21]=[O:22])[CH2:19][CH2:20]1.[Cl:41][CH2:42][Cl:43].[Na+:40]>>[CH3:1][O:2][c:3]1[cH:4][c:5]2[c:6]([cH:13][c:14]1[N+:15](=[O:16])[O-:17])[NH:7][C:8](=[O:12])[CH2:9][N:10]([CH2:21][CH:18]1[CH2:19][CH2:20]1)[CH2:11]2. Reactants: C1(=CC=CC=C1)C1(CCCC1)C(=O)O (1-phenylcyclopentanecarboxylic acid), FC(C=1C=C(CN2C[C@H]3[C@@H](C2)[C@H](CC3)N)C=CC1)(F)F ((3aS*,4S*,6aR*)-2-(3-(trifluoromethyl)benzyl)octahydrocyclopenta[c]pyrrol-4-amine), C(C1=CC=CC=C1)N1C[C@H]2[C@@H](C1)C(CC2)N ((3aS*,6aR*)-2-benzyloctahydrocyclopenta[c]pyrrol-4-amine). Product: FC(C=1C=C(CN2C[C@H]3[C@@H](C2)[C@H](CC3)NC(=O)C3CCCCCC3)C=CC1)(F)F (N-{(3aS*,4S*,6aR*)-2-[3-(trifluoromethyl)benzyl]octahydrocyclopenta[c]pyrrol-4-yl}cycloheptanecarboxamide). As a reaction SMILES: [C:1]1([C:7]2([C:12]([OH:14])=O)[CH2:11][CH2:10][CH2:9][CH2:8]2)[CH:6]=CC=CC=1.[F:15][C:16]([F:34])([F:33])[C:17]1[CH:18]=[C:19]([CH:30]=[CH:31][CH:32]=1)[CH2:20][N:21]1[CH2:25][C@H:24]2[C@@H:26]([NH2:29])[CH2:27][CH2:28][C@H:23]2[CH2:22]1.C(N1C[C@H]2C(N)CC[C@H]2C1)C1C=CC=CC=1>>[F:34][C:16]([F:33])([F:15])[C:17]1[CH:18]=[C:19]([CH:30]=[CH:31][CH:32]=1)[CH2:20][N:21]1[CH2:25][C@H:24]2[C@@H:26]([NH:29][C:12]([CH:7]3[CH2:1][CH2:6][CH2:8][CH2:9][CH2:10][CH2:11]3)=[O:14])[CH2:27][CH2:28][C@H:23]2[CH2:22]1. Procedure: The title compound was prepared by substituting cycloheptanecarboxylic acid for 1-phenylcyclopentanecarboxylic acid and (3aS*,4S*,6aR*)-2-(3-(trifluoromethyl)benzyl)octahydrocyclopenta[c]pyrrol-4-amine from Example 122 Step E for (3aS*,6aR*)-2-benzyloctahydrocyclopenta[c]pyrrol-4-amine in the procedure described for Example 1: 1H NMR (500 MHz, pyridine-d5) δ ppm 7.79 (d, J=6.9, 1H), 7.71 (s, 1H), 7.62 (d, J=7.7, 1H), 7.56 (s, 1H), 7.47 (t, J=7.7, 1H), 4.48-4.40 (m, 1H), 3.54 (d, J=13.2, 1H), 3.4...